This data is from the Open Reaction Database (ORD), a public repository of structured organic reaction records. The task is: describe an organic reaction: reactants, conditions, products, and yield Reactants: O=C(Cl)c1cccnc1, CC(=O)CN, ClCCl. Product: CC(=O)CNC(=O)c1cccnc1. Reaction SMILES: [C:6]([c:7]1[cH:8][n:9][cH:10][cH:11][cH:12]1)(=[O:13])[Cl:14].[CH3:1][C:2](=[O:3])[CH2:4][NH2:5].[Cl:15][CH2:16][Cl:17]>>[CH3:1][C:2](=[O:3])[CH2:4][NH:5][C:6]([c:7]1[cH:8][n:9][cH:10][cH:11][cH:12]1)=[O:13].